From a dataset of the Open Reaction Database (ORD), a public repository of structured organic reaction records. describe an organic reaction: reactants, conditions, products, and yield The reactants are CCN(C(C)C)C(C)C (DIEA), Cl.N1NC(CC1)=O (pyrazolidin-3-one hydrogen chloride), C(=O)(OCC1=CC=CC=C1)Cl (CbzCl). The solvent is C(Cl)Cl (DCM). Conditions: time 3 hour. The product is O=C1NN(CC1)C(=O)OCC1=CC=CC=C1 (benzyl 3-oxopyrazolidine-1-carboxylate). Reaction SMILES: Cl.[NH:2]1[CH2:6][CH2:5][C:4](=[O:7])[NH:3]1.CCN(C(C)C)C(C)C.[C:17](Cl)([O:19][CH2:20][C:21]1[CH:26]=[CH:25][CH:24]=[CH:23][CH:22]=1)=[O:18]>C(Cl)Cl>[O:7]=[C:4]1[CH2:5][CH2:6][N:2]([C:17]([O:19][CH2:20][C:21]2[CH:26]=[CH:25][CH:24]=[CH:23][CH:22]=2)=[O:18])[NH:3]1 |f:0.1|. Procedure details: To a suspension of pyrazolidin-3-one hydrogen chloride (5.00 g, 40.8 mmol) in DCM (120 mL) at 0° C. was added DIEA (2.5 eq), followed by CbzCl (1.15 eq). The resulting clear solution was warmed to it and stirred 3 h. The reaction mixture was washed with brine. The aqueous layer was separated and back-extracted with DCM (×2). The combined organic layers were dried over Na2SO4, and concentrated. The crude product was purified by a SiO2 column (0-100% EtOAc/Hexanes, Rf=0.35 in 100% EtOAc) to afford... Starting materials: FC1=CC2=C(C(=NO2)C2=CC(=CC=C2)OC[C@@H]2OC2)C=C1 ((R)-6-fluoro-3-(3-oxiranylmethoxy-phenyl)-benzo[d]isoxazole), C(C)O (ethanol). The solvent is ClC(C)Cl (dichloroethane), C(CC1=CC=CC=C1)N (phenethylamine). Product: FC1=CC2=C(C(=NO2)C=2C=C(OC[C@@H](CNCCC3=CC=CC=C3)O)C=CC2)C=C1 ((R)-1-[3-(6-fluoro-benzo[d]isoxazol-3-yl)-phenoxy]-3-phenethylamino-propan-2-ol). Reaction SMILES: [F:1][C:2]1[CH:21]=[CH:20][C:5]2[C:6]([C:9]3[CH:14]=[CH:13][CH:12]=[C:11]([O:15][CH2:16][C@H:17]4[CH2:19][O:18]4)[CH:10]=3)=[N:7][O:8][C:4]=2[CH:3]=1.[CH2:22](O)[CH3:23]>ClC(Cl)C.C(N)CC1C=CC=CC=1>[F:1][C:2]1[CH:21]=[CH:20][C:5]2[C:6]([C:9]3[CH:10]=[C:11]([CH:12]=[CH:13][CH:14]=3)[O:15][CH2:16][C@H:17]([OH:18])[CH2:19][NH:7][CH2:6][CH2:5][C:23]3[CH:22]=[CH:4][CH:3]=[CH:2][CH:21]=3)=[N:7][O:8][C:4]=2[CH:3]=1. Procedure: The title compound is prepared from a mixture of (R)-6-fluoro-3-(3-oxiranylmethoxy-phenyl)-benzo[d]isoxazole in dichloroethane, phenethylamine, and ethanol, essentially as described above in Example 57. Purity by LC/MS=˜88%, [M+H]+=407. Reactants: CO (methanol), N([C@@H](CCCCNC(=O)OC(C)(C)C)C(=O)N1[C@H](C(=O)O)CCC1)C(=O)OCC1=CC=CC=C1 (Z-Lys(Boc)-Pro-OH), [H][H] (hydrogen). Reagents/catalysts: [Pd] (palladium black). Solvent: C(C)(=O)O (acetic acid). The product is N[C@@H](CCCCNC(=O)OC(C)(C)C)C(=O)N1[C@H](C(=O)O)CCC1 (H-Lys(Boc)-Pro-OH). As a reaction SMILES: CO.[NH:3](C(OCC1C=CC=CC=1)=O)[C@H:4]([C:17]([N:19]1[CH2:26][CH2:25][CH2:24][C@H:20]1[C:21]([OH:23])=[O:22])=[O:18])[CH2:5][CH2:6][CH2:7][CH2:8][NH:9][C:10]([O:12][C:13]([CH3:16])([CH3:15])[CH3:14])=[O:11].[H][H]>[Pd].C(O)(=O)C>[NH2:3][C@H:4]([C:17]([N:19]1[CH2:26][CH2:25][CH2:24][C@H:20]1[C:21]([OH:23])=[O:22])=[O:18])[CH2:5][CH2:6][CH2:7][CH2:8][NH:9][C:10]([O:12][C:13]([CH3:15])([CH3:16])[CH3:14])=[O:11]. Reported procedure: 300 ml of absolute methanol, 2 ml of acetic acid, and palladium black were added to 9.68 g (20.26 mmol) of Z-Lys(Boc)-Pro-OH, and hydrogenation was performed in the stream of dry hydrogen at room temperature under 1 atm for 8 hours. Then, the catalyst was filtered off and washed on the filter with methanol. Pooled filtrate was evaporated to dryness. The residue was precipitated with ether from the absolute methanol. Then, it was dried under vacuum, while desiccant was changed several times. The reactants are NC1=C(C=C(C=2C(C3=CC=CC=C3C(C12)=O)=O)O)C(=O)O (1-Amino-4-hydroxyanthraquinone-2-carboxylic acid), [OH-].[Na+] (sodium hydroxide), [Na] (sodium). RXN SMILES: [NH2:1][C:2]1[C:15]2[C:14](=[O:16])[C:13]3[C:8](=[CH:9][CH:10]=[CH:11][CH:12]=3)[C:7](=[O:17])[C:6]=2[C:5]([OH:18])=[CH:4][C:3]=1C(O)=O.[OH-].[Na+].[Na]>O>[NH2:1][C:2]1[C:15]2[C:14](=[O:16])[C:13]3[C:8](=[CH:9][CH:10]=[CH:11][CH:12]=3)[C:7](=[O:17])[C:6]=2[C:5]([OH:18])=[CH:4][CH:3]=1 |f:1.2,^1:23|. Procedure details: 1-Amino-4-hydroxyanthraquinone-2-carboxylic acid (31.1 grams, 0.11 mole) was dissolved in 2000 ml. of water and 50 ml. of 10 M sodium hydroxide solution. The mixture was heated on a steam bath to 90°-100° C., and 40 g (0.23 mole) sodium hydro ulfite was added. Heating was continued with stirring for 2 hours, after which the mixture was cooled to room temperature. The resulting solid was collected by filtration and washed with water until the filtrate was neutral. The solid was dried at 80° C. to... Run at time 2 hour. The product is NC1=CC=C(C=2C(C3=CC=CC=C3C(C12)=O)=O)O (1-amino-4-hydroxyanthraquinone). The yield is 99.6%. Run in O (water). Reactants: C(C1=CC=CC=C1)=C(C(=O)OCC)C(=O)C (ethyl 2-benzylideneacetoacetate), NC1=NC(=CC(=N1)N)N (2,4,6-triaminopyrimidine). The solvent is C(C)(=O)O (acetic acid). Yields the product NC=1N=C(C2=C(N1)NC(=C(C2C2=CC=CC=C2)C(=O)OCC)C)N (Ethyl 2,4-diamino-7-methyl-5-phenyl-5,8-dihydro-pyrido[2,3-d]pyrimidine-6-carboxylate). RXN SMILES: [CH:1](=[C:8]([C:14]([CH3:16])=O)[C:9]([O:11][CH2:12][CH3:13])=[O:10])[C:2]1[CH:7]=[CH:6][CH:5]=[CH:4][CH:3]=1.[NH2:17][C:18]1[N:23]=[C:22]([NH2:24])[CH:21]=[C:20]([NH2:25])[N:19]=1>C(O)(=O)C>[NH2:17][C:18]1[N:19]=[C:20]([NH2:25])[C:21]2[CH:1]([C:2]3[CH:7]=[CH:6][CH:5]=[CH:4][CH:3]=3)[C:8]([C:9]([O:11][CH2:12][CH3:13])=[O:10])=[C:14]([CH3:16])[NH:24][C:22]=2[N:23]=1. Procedure: 2.2 g (10 mmol) of ethyl 2-benzylideneacetoacetate were heated under reflux for 10 hours together with 1.3 g (10 mmol) of 2,4,6-triaminopyrimidine in 25 ml of glacial acetic acid. The reaction mixture was then cooled to room temperature, and the precipitated product was filtered off with suction and recrystallized as the acetate from acetonitrile. Procedure details: Under a nitrogen atmosphere, a solution of 3.00 g (0.00938 mol) of 1-[3-(4-chlorophenyl)-3-(1H-imidazol-1-ylmethyl)-2-methylisoxazolidin-5-yl]ethanone [isomer A (3, R1 =4-Cl, R2 =CH3)], 0.69 g (0.010 mol) of hydroxylamine hydrochloride and 0.60 g (0.015 mol) of sodium hydroxide in 75 ml of ethanol is refluxed for 1 hour, cooled to ambient temperature, neutralized with 0.1N hydrochloric acid, and extracted with chloroform (2×50 ml). The combined organic extract is washed with 50 ml of saturated a... Reactants: Cl (hydrochloric acid), ClC1=CC=C(C=C1)C1(N(OC(C1)C(C)=O)C)CN1C=NC=C1 (1-[3-(4-chlorophenyl)-3-(1H-imidazol-1-ylmethyl)-2-methylisoxazolidin-5-yl]ethanone), Cl.NO (hydroxylamine hydrochloride), [OH-].[Na+] (sodium hydroxide). Isolated yield 50.0%. RXN SMILES: [Cl:1][C:2]1[CH:7]=[CH:6][C:5]([C:8]2([CH2:17][N:18]3[CH:22]=[CH:21][N:20]=[CH:19]3)[CH2:12][CH:11]([C:13](=O)[CH3:14])[O:10][N:9]2[CH3:16])=[CH:4][CH:3]=1.Cl.[NH2:24][OH:25].[OH-].[Na+].Cl>C(O)C>[Cl:1][C:2]1[CH:7]=[CH:6][C:5]([C:8]2([CH2:17][N:18]3[CH:22]=[CH:21][N:20]=[CH:19]3)[CH2:12][CH:11]([C:13](=[N:24][OH:25])[CH3:14])[O:10][N:9]2[CH3:16])=[CH:4][CH:3]=1 |f:1.2,3.4|. Yields the product ClC1=CC=C(C=C1)C1(N(OC(C1)C(C)=NO)C)CN1C=NC=C1 (1-[3-(4-Chlorophenyl)-3-(1H-imidazol-1-ylmethyl)-2-methylisoxazolidin-5-yl]ethanone oxime). The solvent is C(C)O (ethanol). Yields the product COC(=O)c1ccc2c(c1)OC1(CCN(C(=O)OC(C)(C)C)CC1)c1cccn1-2. Starting materials: ClCCl, CC(C)(C)OC(=O)N1CCC(=O)CC1, O=C(O)C(F)(F)F, COC(=O)c1ccc(-n2cccc2)c(O)c1. RXN SMILES: [Cl:38][CH2:39][Cl:40].[O:24]=[C:25]1[CH2:26][CH2:27][N:28]([C:31](=[O:32])[O:33][C:34]([CH3:35])([CH3:36])[CH3:37])[CH2:29][CH2:30]1.[OH:1][C:2]([C:3]([F:4])([F:5])[F:6])=[O:7].[OH:8][c:9]1[cH:10][c:11]([C:12](=[O:13])[O:14][CH3:15])[cH:16][cH:17][c:18]1-[n:19]1[cH:20][cH:21][cH:22][cH:23]1>>[O:8]1[c:9]2[cH:10][c:11]([C:12](=[O:13])[O:14][CH3:15])[cH:16][cH:17][c:18]2-[n:19]2[c:20]([cH:21][cH:22][cH:23]2)[C:25]12[CH2:26][CH2:27][N:28]([C:31](=[O:32])[O:33][C:34]([CH3:35])([CH3:36])[CH3:37])[CH2:29][CH2:30]2.